From a dataset of the Open Reaction Database (ORD), a public repository of structured organic reaction records. describe an organic reaction: reactants, conditions, products, and yield Reactants: ClC1=CC=NC2=CC(=CC=C12)Cl (4,7-dichloroquinoline), C1NCCC2=CC=CC=C12 (1,2,3,4-tetrahydroisoquinoline). Product: Cl.ClC1=CC=C2C(=CC=NC2=C1)N1CC2=CC=CC=C2CC1 (7-Chloro-4-(3,4-dihydro-1H-isoquinolin-2-yl)-quinoline hydrochloride). As a reaction SMILES: [Cl:1][C:2]1[C:11]2[C:6](=[CH:7][C:8]([Cl:12])=[CH:9][CH:10]=2)[N:5]=[CH:4][CH:3]=1.[CH2:13]1[C:22]2[C:17](=[CH:18][CH:19]=[CH:20][CH:21]=2)[CH2:16][CH2:15][NH:14]1>>[ClH:1].[Cl:12][C:8]1[CH:7]=[C:6]2[C:11]([C:2]([N:14]3[CH2:15][CH2:16][C:17]4[C:22](=[CH:21][CH:20]=[CH:19][CH:18]=4)[CH2:13]3)=[CH:3][CH:4]=[N:5]2)=[CH:10][CH:9]=1 |f:2.3|. Reported procedure: The title compound, MS: m/e=295.3 (M+H+), was prepared from 4,7-dichloroquinoline and 1,2,3,4-tetrahydroisoquinoline. Reactants: COC1=C(CC2=CC=C(C=C2)CCC(=O)O)C(=C(C(=C1OC)OC)OC)C (3-[4-(2,3,4,5-tetramethoxy-6-methylbenzyl)phenyl]propionic Acid), CAN. Run in O (water), C(C)#N (acetonitrile), O (water). Reaction conditions: time 30 minute. The product is COC=1C(C(=C(C(C1OC)=O)CC1=CC=C(C=C1)CCC(=O)O)C)=O (3-[4-(5,6-dimethoxy-3-methyl-1,4-benzoquinon-2-ylmethyl)phenyl]propionic Acid). The yield is 71.9%. RXN SMILES: C[O:2][C:3]1[C:20]([O:21][CH3:22])=[C:19]([O:23][CH3:24])[C:18]([O:25]C)=[C:17]([CH3:27])[C:4]=1[CH2:5][C:6]1[CH:11]=[CH:10][C:9]([CH2:12][CH2:13][C:14]([OH:16])=[O:15])=[CH:8][CH:7]=1>C(#N)C.O>[CH3:24][O:23][C:19]1[C:18](=[O:25])[C:17]([CH3:27])=[C:4]([CH2:5][C:6]2[CH:11]=[CH:10][C:9]([CH2:12][CH2:13][C:14]([OH:16])=[O:15])=[CH:8][CH:7]=2)[C:3](=[O:2])[C:20]=1[O:21][CH3:22]. Procedure details: The compound (1.00 g, 2.67 mmol) obtained in Step 6 was dissolved in a mixture of acetonitrile (30 ml) and water (10 ml), to which was added CAN (ceric ammonium nitrate) (2.34 g, 4.27 mmol) and the mixture was stirred at room temperature for 30 minutes. The reaction mixture was poured into water and was extracted with ether. After the extract was washed with water and dried, the solvent was distilled off. The residue was purified by a silica gel column chromatography (5% methanol-methylene chlor... Starting materials: [BH4-], CC(C)C(NC(=O)OCc1ccccc1)C(=O)CC(=O)OC(C)(C)C, CC(=O)O, CCO, [K+]. Yields the product CC(C)C(NC(=O)OCc1ccccc1)C(O)CC(=O)OC(C)(C)C. As a reaction SMILES: [BH4-:26].[C:1]([CH3:2])([CH3:3])([CH3:4])[O:5][C:6]([CH2:7][C:8]([CH:9]([CH:10]([CH3:11])[CH3:12])[NH:13][C:14](=[O:15])[O:16][CH2:17][c:18]1[cH:19][cH:20][cH:21][cH:22][cH:23]1)=[O:24])=[O:25].[CH3:28][C:29](=[O:30])[OH:31].[CH3:32][CH2:33][OH:34].[K+:27]>>[C:1]([CH3:2])([CH3:3])([CH3:4])[O:5][C:6]([CH2:7][CH:8]([CH:9]([CH:10]([CH3:11])[CH3:12])[NH:13][C:14](=[O:15])[O:16][CH2:17][c:18]1[cH:19][cH:20][cH:21][cH:22][cH:23]1)[OH:24])=[O:25]. Starting materials: S1C(=CC=C1)CC(=O)Cl (Thienylacetyl chloride), P(=O)([O-])([O-])[O-].[K+].[K+].[K+] (Potassium phosphate), S(=O)(=O)([O-])[O-].C(CCC)[N+](CCCC)(CCCC)CCCC.C(CCC)[N+](CCCC)(CCCC)CCCC (tetrabutylammonium sulfate), C(CCC)[N+](CCCC)(CCCC)CCCC.COC1(C(N(C1)S(=O)(=O)[O-])=O)N (3-Methoxy-3-amino-2-oxo-1-azetidinesulfonic acid, tetrabutylammonium salt). The solvent is C(C)#N (acetonitrile), C(C)#N (acetonitrile), N1=CC=CC=C1 (pyridine), C(C)#N (acetonitrile). Conditions: temperature -10 celsius, time 15 minute. The product is C(CCC)[N+](CCCC)(CCCC)CCCC.COC1(C(N(C1)S(=O)(=O)[O-])=O)NC(CC=1SC=CC1)=O (3-Methoxy-2-oxo-3-[(2-thienylacetyl)amino]-1-azetidinesulfonic acid, tetrabutylammonium salt). RXN SMILES: [CH2:1]([N+:5]([CH2:14][CH2:15][CH2:16][CH3:17])([CH2:10][CH2:11][CH2:12][CH3:13])[CH2:6][CH2:7][CH2:8][CH3:9])[CH2:2][CH2:3][CH3:4].[CH3:18][O:19][C:20]1([NH2:29])[CH2:23][N:22]([S:24]([O-:27])(=[O:26])=[O:25])[C:21]1=[O:28].[S:30]1[CH:34]=[CH:33][CH:32]=[C:31]1[CH2:35][C:36](Cl)=[O:37].P([O-])([O-])([O-])=O.[K+].[K+].[K+].S([O-])([O-])(=O)=O.C([N+](CCCC)(CCCC)CCCC)CCC.C([N+](CCCC)(CCCC)CCCC)CCC>C(#N)C.N1C=CC=CC=1>[CH2:14]([N+:5]([CH2:1][CH2:2][CH2:3][CH3:4])([CH2:6][CH2:7][CH2:8][CH3:9])[CH2:10][CH2:11][CH2:12][CH3:13])[CH2:15][CH2:16][CH3:17].[CH3:18][O:19][C:20]1([NH:29][C:36](=[O:37])[CH2:35][C:31]2[S:30][CH:34]=[CH:33][CH:32]=2)[CH2:23][N:22]([S:24]([O-:27])(=[O:26])=[O:25])[C:21]1=[O:28] |f:0.1,3.4.5.6,7.8.9,12.13|. Procedure details: 3-Methoxy-3-amino-2-oxo-1-azetidinesulfonic acid, tetrabutylammonium salt (102 mg) is dissolved in 10 ml of dry acetonitrile. Dry pyridine (56.5 μl) is added and the solution is stirred well at -10° C. under dry nitrogen. Thienylacetyl chloride (44 μl) in 1 ml of dry acetonitrile is added dropwise. In 15 minutes the reaction is complete as shown by thin layer chromatography. Potassium phosphate buffer (0.5M, pH 5.5, 4.2 ml) and tetrabutylammonium sulfate (8.5 mg, 0.1 equiv.) are added and most o... Starting materials: II, C(C1=CC=CC=C1)OC=1C(=NC=CC1)CN (1-[3-(benzyloxy)pyridin-2-yl]methanamine), C(=O)O (formic acid), P(=O)(Cl)(Cl)Cl (phosphoryl chloride). Product: C(C1=CC=CC=C1)OC=1C=2N(C=CC1)C=NC2 (8-(benzyloxy)imidazo[1,5-a]pyridine). RXN SMILES: [CH2:1]([O:8][C:9]1[C:10]([CH2:15][NH2:16])=[N:11][CH:12]=[CH:13][CH:14]=1)[C:2]1[CH:7]=[CH:6][CH:5]=[CH:4][CH:3]=1.P(Cl)(Cl)(Cl)=O.[CH:22](O)=O>>[CH2:1]([O:8][C:9]1[C:10]2[N:11]([CH:22]=[N:16][CH:15]=2)[CH:12]=[CH:13][CH:14]=1)[C:2]1[CH:3]=[CH:4][CH:5]=[CH:6][CH:7]=1. Procedure details: This compound is prepared according to the same procedure as in preparation II (stage C) from 2.8 g (13.25 mmol) of 1-[3-(benzyloxy)pyridin-2-yl]methanamine [described in Inorg. Chem., (2003), 42(14), 4401] by formylation with formic acid and then cyclization by reaction with phosphoryl chloride. 1.74 g of a brown oil are obtained.